From a dataset of the Open Reaction Database (ORD), a public repository of structured organic reaction records. describe an organic reaction: reactants, conditions, products, and yield Starting materials: CCN(C(C)C)C(C)C, O=C(c1cc(I)c[nH]1)C(Cl)(Cl)Cl, ClCCl, O=C(O)C(F)(F)F, CCOC(=O)C=CCN. Product: CCOC(=O)C=CCNC(=O)c1cc(I)c[nH]1. Reaction SMILES: [CH:29]([N:30]([CH2:31][CH3:32])[CH:33]([CH3:34])[CH3:35])([CH3:36])[CH3:37].[Cl:17][C:18]([C:19](=[O:20])[c:21]1[nH:22][cH:23][c:24]([I:26])[cH:25]1)([Cl:27])[Cl:28].[Cl:38][CH2:39][Cl:40].[F:1][C:2]([F:3])([F:4])[C:5]([OH:6])=[O:7].[NH2:8][CH2:9][CH:10]=[CH:11][C:12](=[O:13])[O:14][CH2:15][CH3:16]>>[NH:8]([CH2:9][CH:10]=[CH:11][C:12](=[O:13])[O:14][CH2:15][CH3:16])[C:19](=[O:20])[c:21]1[nH:22][cH:23][c:24]([I:26])[cH:25]1. The reactants are [N-]=[N+]=[N-].[Na+] (Sodium azide), ClCCCC(=O)N1CCCC2=CC=CC=C12 (1-(4-chlorobutanoyl)-1,2,3,4-tetrahydroquinoline), [I-].[Na+] (sodium iodide), O (water). The solvent is CN(C=O)C (dimethylformamide). Product: N(=[N+]=[N-])CCCC(=O)N1CCCC2=CC=CC=C12 (1-(4-azidobutanoyl)-1,2,3,4-tetrahydroquinoline). Reaction SMILES: [N-:1]=[N+:2]=[N-:3].[Na+].Cl[CH2:6][CH2:7][CH2:8][C:9]([N:11]1[C:20]2[C:15](=[CH:16][CH:17]=[CH:18][CH:19]=2)[CH2:14][CH2:13][CH2:12]1)=[O:10].[I-].[Na+].O>CN(C)C=O>[N:1]([CH2:6][CH2:7][CH2:8][C:9]([N:11]1[C:20]2[C:15](=[CH:16][CH:17]=[CH:18][CH:19]=2)[CH2:14][CH2:13][CH2:12]1)=[O:10])=[N+:2]=[N-:3] |f:0.1,3.4|. Procedure: Sodium azide (2.2 g), 1-(4-chlorobutanoyl)-1,2,3,4-tetrahydroquinoline, prepared in a manner analogous to that set forth in Preparation 1, (4.2 g) and sodium iodide (1.5 g) were heated in dimethylformamide (25 ml) at 90° for 2 hours. The solution was poured into water and extracted with ethyl acetate. The organic solution was washed, dried and evaporated to give 1-(4-azidobutanoyl)-1,2,3,4-tetrahydroquinoline as an oil. Starting materials: Cc1cc(C)nc(S)n1, CN1CCN(C)C1=O, Clc1cc(Cl)c2c(Cl)ccnc2c1, O. The product is Cc1cc(C)nc(Sc2ccnc3cc(Cl)cc(Cl)c23)n1. Reaction SMILES: [CH3:14][c:15]1[n:16][c:17]([SH:22])[n:18][c:19]([CH3:21])[cH:20]1.[CH3:24][N:25]1[CH2:26][CH2:27][N:28]([CH3:29])[C:30]1=[O:31].[Cl:1][c:2]1[cH:3][cH:4][n:5][c:6]2[cH:7][c:8]([Cl:13])[cH:9][c:10]([Cl:12])[c:11]12.[OH2:23]>>[c:2]1([S:22][c:17]2[n:16][c:15]([CH3:14])[cH:20][c:19]([CH3:21])[n:18]2)[cH:3][cH:4][n:5][c:6]2[cH:7][c:8]([Cl:13])[cH:9][c:10]([Cl:12])[c:11]12.